From a dataset of the Open Reaction Database (ORD), a public repository of structured organic reaction records. describe an organic reaction: reactants, conditions, products, and yield Product: CCCCc1nc(Cl)c(C=O)[nH]1. Reactants: CCCCc1nc(Cl)c(CO)[nH]1, CC(=O)O, [Na+], O=[N+]([O-])[O-], [OH-], c1c[nH]cn1. As a reaction SMILES: [CH2:1]([CH2:2][CH2:3][CH3:4])[c:5]1[nH:6][c:7]([CH2:11][OH:12])[c:8]([Cl:10])[n:9]1.[CH3:24][C:25](=[O:26])[OH:27].[Na+:23].[O-:13][N+:14](=[O:15])[O-:16].[OH-:22].[nH:17]1[cH:18][cH:19][n:20][cH:21]1>>[CH2:1]([CH2:2][CH2:3][CH3:4])[c:5]1[nH:6][c:7]([CH:11]=[O:12])[c:8]([Cl:10])[n:9]1.